This data is from the Open Reaction Database (ORD), a public repository of structured organic reaction records. The task is: describe an organic reaction: reactants, conditions, products, and yield Reactants: C(C)O (ethanol), C1(CCCCC1)COC1=C(C=C(C=C1)CCC(=O)OCC)C1=C(C=CC(=C1)CCC(=O)OCC)OCC1CCCCC1 (2,2'-dicyclohexylmethoxy-5,5'-bis(2-ethoxycarbonylethyl) biphenyl), [OH-].[Na+] (sodium hydroxide). The solvent is Cl (hydrochloric acid). Yields the product C1(CCCCC1)COC1=C(C=C(C=C1)CCC(=O)O)C1=C(C=CC(=C1)CCC(=O)O)OCC1CCCCC1 (2,2'-dicyclohexylmethoxy-5,5'-bis(2-carboxyethyl) biphenyl). Isolated yield 96.9%. Reaction SMILES: C(O)C.[CH:4]1([CH2:10][O:11][C:12]2[CH:17]=[CH:16][C:15]([CH2:18][CH2:19][C:20]([O:22]CC)=[O:21])=[CH:14][C:13]=2[C:25]2[CH:30]=[C:29]([CH2:31][CH2:32][C:33]([O:35]CC)=[O:34])[CH:28]=[CH:27][C:26]=2[O:38][CH2:39][CH:40]2[CH2:45][CH2:44][CH2:43][CH2:42][CH2:41]2)[CH2:9][CH2:8][CH2:7][CH2:6][CH2:5]1.[OH-].[Na+]>Cl>[CH:40]1([CH2:39][O:38][C:26]2[CH:27]=[CH:28][C:29]([CH2:31][CH2:32][C:33]([OH:35])=[O:34])=[CH:30][C:25]=2[C:13]2[CH:14]=[C:15]([CH2:18][CH2:19][C:20]([OH:22])=[O:21])[CH:16]=[CH:17][C:12]=2[O:11][CH2:10][CH:4]2[CH2:5][CH2:6][CH2:7][CH2:8][CH2:9]2)[CH2:45][CH2:44][CH2:43][CH2:42][CH2:41]1 |f:2.3|. Procedure details: To 3.6 ml of an ethanol solution containing 86.7 mg (0.1500 mmol) of 2,2'-dicyclohexylmethoxy-5,5'-bis(2-ethoxycarbonylethyl) biphenyl obtained in Reference Example 4, there was added 1.2 ml (1.2 mmol) of 1N sodium hydroxide solution and the mixture was agitated at room temperature. The solvent of the reaction mixture was evaporated off under reduced pressure and, to the resulting evaporated residue, water was added. The solution obtained was acidified adding IN hydrochloric acid to a pH of 1-2.... The reactants are CC(C)(C)S(=O)(=O)CC(Cc1ccccc1)C(=O)NC(Cc1nc[nH]c1I)C(=O)NC(CC1CCCCC1)C(O)C(O)C1CC1, CN(C)C=O, N#C[Cu]. Product: CC(C)(C)S(=O)(=O)CC(Cc1ccccc1)C(=O)NC(Cc1nc[nH]c1C#N)C(=O)NC(CC1CCCCC1)C(O)C(O)C1CC1. RXN SMILES: [C:1]([CH3:2])([CH3:3])([CH3:4])[S:5](=[O:6])(=[O:7])[CH2:8][CH:9]([C:10](=[O:11])[NH:12][CH:13]([C:14](=[O:15])[NH:16][CH:17]([CH:18]([CH:19]([OH:20])[CH:21]1[CH2:22][CH2:23]1)[OH:24])[CH2:25][CH:26]1[CH2:27][CH2:28][CH2:29][CH2:30][CH2:31]1)[CH2:32][c:33]1[n:34][cH:35][nH:36][c:37]1[I:38])[CH2:39][c:40]1[cH:41][cH:42][cH:43][cH:44][cH:45]1.[CH3:49][N:50]([CH3:51])[CH:52]=[O:53].[Cu:46][C:47]#[N:48]>>[C:1]([CH3:2])([CH3:3])([CH3:4])[S:5](=[O:6])(=[O:7])[CH2:8][CH:9]([C:10](=[O:11])[NH:12][CH:13]([C:14](=[O:15])[NH:16][CH:17]([CH:18]([CH:19]([OH:20])[CH:21]1[CH2:22][CH2:23]1)[OH:24])[CH2:25][CH:26]1[CH2:27][CH2:28][CH2:29][CH2:30][CH2:31]1)[CH2:32][c:33]1[n:34][cH:35][nH:36][c:37]1[C:47]#[N:48])[CH2:39][c:40]1[cH:41][cH:42][cH:43][cH:44][cH:45]1. The reactants are NC1=C2C(=NC=N1)N(N=C2C2=CC=C(C=C2)N)[C@@H]2CN(CC2)C(=O)OC(C)(C)C ((S)-tert-butyl 3-(4-amino-3-(4-aminophenyl)-1H-pyrazolo[3,4-d]pyrimidin-1-yl)pyrrolidine-1-carboxylate), FC(C=1C=C(C(=O)Cl)C=CC1)(F)F (3-(trifluoromethyl)benzoyl chloride). Solvent: C(Cl)Cl (CH2Cl2), C(Cl)Cl (CH2Cl2). Reaction conditions: time 4 hour. The product is NC1=C2C(=NC=N1)N(N=C2C2=CC=C(C=C2)NC(C2=CC(=CC=C2)C(F)(F)F)=O)[C@@H]2CNCC2 (N-(4-(4-amino-1-((S)-pyrrolidin-3-yl)-1H-pyrazolo[3,4-d]pyrimidin-3-yl)phenyl)-3-(trifluoromethyl)benzamide). As a reaction SMILES: [NH2:1][C:2]1[N:7]=[CH:6][N:5]=[C:4]2[N:8]([C@H:18]3[CH2:22][CH2:21][N:20](C(OC(C)(C)C)=O)[CH2:19]3)[N:9]=[C:10]([C:11]3[CH:16]=[CH:15][C:14]([NH2:17])=[CH:13][CH:12]=3)[C:3]=12.[F:30][C:31]([F:42])([F:41])[C:32]1[CH:33]=[C:34]([CH:38]=[CH:39][CH:40]=1)[C:35](Cl)=[O:36]>C(Cl)Cl>[NH2:1][C:2]1[N:7]=[CH:6][N:5]=[C:4]2[N:8]([C@H:18]3[CH2:22][CH2:21][NH:20][CH2:19]3)[N:9]=[C:10]([C:11]3[CH:12]=[CH:13][C:14]([NH:17][C:35](=[O:36])[C:34]4[CH:38]=[CH:39][CH:40]=[C:32]([C:31]([F:30])([F:41])[F:42])[CH:33]=4)=[CH:15][CH:16]=3)[C:3]=12. Reported procedure: A solution of (S)-tert-butyl 3-(4-amino-3-(4-aminophenyl)-1H-pyrazolo[3,4-d]pyrimidin-1-yl)pyrrolidine-1-carboxylate (0.075 g, 0.17 mmol) in CH2Cl2 (10 mL) was cooled in an ice-water bath. To this, 3-(trifluoromethyl)benzoyl chloride (0.025 mL, 0.17 mmol) diluted in CH2Cl2 (5 mL) was added dropwise. The reaction was allowed to warm to room temperature and left stirring for 4 hours, yielding the benzamide derivative (ESI-MS m/z [M+H]+ found 568.5, calculated 568.6). Boc-deprotection was completed... The reactants are [OH-].[Na+] (NaOH), C1(CCCCC1)C1=C(N(C2=CC(=CC=C12)C(=O)OC)C)C1=C(C=CC=C1)OCC(=O)N(CCOCCN(S(N)(=O)=O)C)C (methyl 3-cyclohexyl-1-methyl-2-(2-{2-[methyl(2-{2-[methyl(sulfamoyl)amino]ethoxy}ethyl)amino]-2-oxoethoxy}phenyl)-1H-indole-6-carboxylate). The solvent is O (water), CO (MeOH), C1CCOC1 (THF). Run at time 5 hour. Product: C1(CCCCC1)C1=C(N(C2=CC(=CC=C12)C(=O)O)C)C1=C(C=CC=C1)OCC(=O)N(CCOCCN(S(N)(=O)=O)C)C (3-cyclohexyl-1-methyl-2-(2-{2-[methyl(2-{2-[methyl(sulfamoyl)amino]ethoxy}ethyl)amino]-2-oxoethoxy}phenyl)-1H-indole-6-carboxylic acid). The yield is 83.0%. Reaction SMILES: [OH-].[Na+].[CH:3]1([C:9]2[C:17]3[C:12](=[CH:13][C:14]([C:18]([O:20]C)=[O:19])=[CH:15][CH:16]=3)[N:11]([CH3:22])[C:10]=2[C:23]2[CH:28]=[CH:27][CH:26]=[CH:25][C:24]=2[O:29][CH2:30][C:31]([N:33]([CH3:45])[CH2:34][CH2:35][O:36][CH2:37][CH2:38][N:39]([CH3:44])[S:40](=[O:43])(=[O:42])[NH2:41])=[O:32])[CH2:8][CH2:7][CH2:6][CH2:5][CH2:4]1>O.CO.C1COCC1>[CH:3]1([C:9]2[C:17]3[C:12](=[CH:13][C:14]([C:18]([OH:20])=[O:19])=[CH:15][CH:16]=3)[N:11]([CH3:22])[C:10]=2[C:23]2[CH:28]=[CH:27][CH:26]=[CH:25][C:24]=2[O:29][CH2:30][C:31]([N:33]([CH3:45])[CH2:34][CH2:35][O:36][CH2:37][CH2:38][N:39]([CH3:44])[S:40](=[O:42])(=[O:43])[NH2:41])=[O:32])[CH2:4][CH2:5][CH2:6][CH2:7][CH2:8]1 |f:0.1|. Reported procedure: A solution of NaOH (1.00 g, 25 mmol) in water (5 mL) was added to a stirred solution of intermediate 7 (370 mg, 0.602 mmol) in MeOH (30 mL) and THF (10 mL). After 5 h, the solution was concentrated under vacuum. The pH was then adjusted to 5 with acetic acid (AcOH). Then, the reaction mixture was extracted with AcOEt, the organic layer dried over anhydrous Na2SO4, filtered and the filtrate evaporated to yield 300 mg (83%) of 3-cyclohexyl-1-methyl-2-(2-{2-[methyl(2-{2-[methyl(sulfamoyl)amino]etho... The reactants are Clc1ncc(-c2ccccc2)cn1, NN, O, O, c1ccncc1. The product is NNc1ncc(-c2ccccc2)cn1. RXN SMILES: [Cl:1][c:2]1[n:3][cH:4][c:5](-[c:8]2[cH:9][cH:10][cH:11][cH:12][cH:13]2)[cH:6][n:7]1.[NH2:21][NH2:22].[OH2:20].[OH2:23].[cH:14]1[cH:15][cH:16][n:17][cH:18][cH:19]1>>[c:2]1([NH:21][NH2:22])[n:3][cH:4][c:5](-[c:8]2[cH:9][cH:10][cH:11][cH:12][cH:13]2)[cH:6][n:7]1. Reactants: FC(C(=O)O)(F)F (Trifluoroacetic acid), CC(C)(C)OC(=O)N(C(=O)OC(C)(C)C)C=1NC=C(N1)C(=O)NCC1=C(C(=C(C=C1)Cl)OC1=CC(=CC(=C1)C#N)Cl)F (bis(1,1-dimethylethyl)(4-{[({4-chloro-3-[(3-chloro-5-cyanophenyl)oxy]-2-fluorophenyl}methyl)amino]carbonyl}-1H-imidazol-2-yl)imidodicarbonate). Solvent: ClCCl (dichloromethane). Run at time 8 hour. Yields the product NC=1NC=C(N1)C(=O)NCC1=C(C(=C(C=C1)Cl)OC1=CC(=CC(=C1)C#N)Cl)F (2-amino-N-({4-chloro-3-[(3-chloro-5-cyanophenyl)oxy]-2-fluorophenyl}methyl)-1H-imidazole-4-carboxamide). Yield: 38.2%. RXN SMILES: FC(F)(F)C(O)=O.CC(OC([N:15]([C:23]1[NH:24][CH:25]=[C:26]([C:28]([NH:30][CH2:31][C:32]2[CH:37]=[CH:36][C:35]([Cl:38])=[C:34]([O:39][C:40]3[CH:45]=[C:44]([C:46]#[N:47])[CH:43]=[C:42]([Cl:48])[CH:41]=3)[C:33]=2[F:49])=[O:29])[N:27]=1)C(OC(C)(C)C)=O)=O)(C)C>ClCCl>[NH2:15][C:23]1[NH:24][CH:25]=[C:26]([C:28]([NH:30][CH2:31][C:32]2[CH:37]=[CH:36][C:35]([Cl:38])=[C:34]([O:39][C:40]3[CH:45]=[C:44]([C:46]#[N:47])[CH:43]=[C:42]([Cl:48])[CH:41]=3)[C:33]=2[F:49])=[O:29])[N:27]=1. Reported procedure: EDC (0.035 g, 0.183 mmol) and HOBT (0.025 g, 0.183 mmol) were added to a solution of 3-{[3-(aminomethyl)-6-chloro-2-fluorophenyl]oxy}-5-chlorobenzonitrile (0.048 g, 0.153 mmol) and 2-(bis{[(1,1-dimethylethyl)oxy]carbonyl}amino)-1H-imidazole-4-carboxylic acid (0.050 g, 0.153 mmol) in DMF (2 mL). The mixture was stirred at RT overnight. Saturated aqueous sodium bicarbonate was added and the reaction mixture was extracted with ethyl acetate. The organic layer was dried over sodium sulfate and conce... Starting materials: CC1(OCCO1)CCCCC(=O)N1C(OCC1)=O (3-[5-(2-methyl-[1,3]dioxolan-2-yl)-pentanoyl]-oxazolidin-2-one), C1CCOC1 (THF), [Li]N([Si](C)(C)C)[Si](C)(C)C (LiN(TMS)2), C(C=C)Br (allyl bromide). Solvent: CCOC(=O)C (EtOAc). Conditions: temperature 0 celsius, time 20 minute. The product is EtOAc hexanes, CC1(OCCO1)CCCC(C(=O)N1C(OCC1)=O)CC=C (3-(2-[3-(2-methyl-[1,3]dioxolan-2-yl)-propyl]-pent-4-enoyl)-oxazolidin-2-one). The yield is 50.0%. RXN SMILES: [CH3:1][C:2]1([CH2:7][CH2:8][CH2:9][CH2:10][C:11]([N:13]2[CH2:17][CH2:16][O:15][C:14]2=[O:18])=[O:12])[O:6][CH2:5][CH2:4][O:3]1.[CH2:19]1[CH2:23]OC[CH2:20]1.[Li]N([Si](C)(C)C)[Si](C)(C)C.C(Br)C=C>CCOC(C)=O>[CH3:1][C:2]1([CH2:7][CH2:8][CH2:9][CH:10]([CH2:23][CH:19]=[CH2:20])[C:11]([N:13]2[CH2:17][CH2:16][O:15][C:14]2=[O:18])=[O:12])[O:6][CH2:5][CH2:4][O:3]1. Procedure details: To a stirred solution of 2-3 (6.0 g, 23.3 mmol) and THF (125 mL) at -78° C. was added LiN(TMS)2 (18.9 mL, 37.8 mmol, 1.0M in THF) dropwise over 10 minutes. After 20 minutes, allyl bromide was added. After 10 minutes, the reaction was warmed to 0° C. After 4.0 h, the reaction was diluted with EtOAc, washed with sat. NaHCO3, brine, dried (MgSO4) and concentrated. Flash chromatography (silica, 50% EtOAc/hexanes) gave 2-4 as an yellow oil. The reactants are C(C)(C)(C)N1S(C(=C(C1=O)Cl)C1=CC=CC=C1)(=O)=O (2-tert-Butyl-4-chloro-5-phenylisothiazol-3(2H)-one 1,1-dioxide), NCCC1=CC=C(C#N)C=C1 (4-(2-aminoethyl)benzonitrile), TEA. Run in CN(C)C=O (DMF). Reaction conditions: temperature 130 celsius. Product: C(C)(C)(C)N1S(C(=C(C1=O)NCCC1=CC=C(C#N)C=C1)C1=CC=CC=C1)(=O)=O (4-{2-[(2-tert-Butyl-1,1-dioxido-3-oxo-5-phenyl-2,3-dihydroisothiazol-4-yl)amino]ethyl}benzonitrile). The yield is 16.4%. As a reaction SMILES: [C:1]([N:5]1[C:9](=[O:10])[C:8](Cl)=[C:7]([C:12]2[CH:17]=[CH:16][CH:15]=[CH:14][CH:13]=2)[S:6]1(=[O:19])=[O:18])([CH3:4])([CH3:3])[CH3:2].[NH2:20][CH2:21][CH2:22][C:23]1[CH:30]=[CH:29][C:26]([C:27]#[N:28])=[CH:25][CH:24]=1>CN(C=O)C>[C:1]([N:5]1[C:9](=[O:10])[C:8]([NH:20][CH2:21][CH2:22][C:23]2[CH:30]=[CH:29][C:26]([C:27]#[N:28])=[CH:25][CH:24]=2)=[C:7]([C:12]2[CH:17]=[CH:16][CH:15]=[CH:14][CH:13]=2)[S:6]1(=[O:19])=[O:18])([CH3:4])([CH3:3])[CH3:2]. Procedure: 2-tert-Butyl-4-chloro-5-phenylisothiazol-3(2H)-one 1,1-dioxide (0.175 g, 0.58 mmol), 4-(2-aminoethyl)benzonitrile (0.101 g, 0.69 mmol) and TEA (0.23 g, 2.31 mmol) was dissolved in dry DMF (3 ml) and heated in a microwave reactor at 130° C. for 30 mins. The reaction mixture was purified by preparative HPLC to yield the title compound (0.039 g, 16%). 1H NMR (500 MHz, CDCl3): δ 7.53-7.43 (m, 7H), 6.88-6.84 (m, 2H), 5.39-5.33 (m, 1H), 3.17-3.10 (m, 2H), 2.65-2.60 (m, 2H), 1.71 (s, 9H); 13C NMR (125 ... Reactants: Cc1c[nH]cn1, COc1ccccc1-c1nc(CCl)cs1, [H-], [Na+], C1CCOC1, O. Yields the product COc1ccccc1-c1nc(Cn2cncc2C)cs1. As a reaction SMILES: [CH3:1][c:2]1[n:3][cH:4][nH:5][cH:6]1.[CH3:9][O:10][c:11]1[c:12](-[c:17]2[s:18][cH:19][c:20]([CH2:22][Cl:23])[n:21]2)[cH:13][cH:14][cH:15][cH:16]1.[H-:7].[Na+:8].[O:25]1[CH2:26][CH2:27][CH2:28][CH2:29]1.[OH2:24]>>[CH3:1][c:2]1[n:3]([CH2:22][c:20]2[cH:19][s:18][c:17](-[c:12]3[c:11]([O:10][CH3:9])[cH:16][cH:15][cH:14][cH:13]3)[n:21]2)[cH:4][n:5][cH:6]1. The reactants are O (Water), Cl.N(N)C1=C(C(=O)O)C=CC=C1 (2-hydrazinylbenzoic acid hydrochloride), C(C)OC=C(C#N)C#N (2-(ethoxymethylene)malononitrile), [O-]CC.[Na+] (sodium ethoxide). Solvent: CCO (EtOH). Run at time 1 hour. Product: COC(=O)C=1C=NN2C1NC(C1=CC=CC=C21)=O (Methyl-5-oxo-4,5-dihydropyrazolo[1,5-a]quinazoline-3-carboxylate). Reaction SMILES: Cl.[NH:2]([C:4]1[CH:12]=[CH:11][CH:10]=[CH:9][C:5]=1[C:6]([OH:8])=O)[NH2:3].[CH2:13]([O:15][CH:16]=[C:17]([C:20]#N)[C:18]#[N:19])C.[O-:22]CC.[Na+].O>CCO>[CH3:13][O:15][C:16]([C:17]1[CH:20]=[N:3][N:2]2[C:4]3[C:5](=[CH:9][CH:10]=[CH:11][CH:12]=3)[C:6](=[O:8])[NH:19][C:18]=12)=[O:22] |f:0.1,3.4|. Procedure details: A mixture of 2-hydrazinylbenzoic acid hydrochloride (10 g, 53 mmol), 2-(ethoxymethylene)malononitrile (6.5 g, 53.2 mmol) and sodium ethoxide (4.85 g, 257 mmol) in EtOH (100 mL) was refluxed overnight then cooled to ambient temperature. Water was added and the mixture was stirred at ambient temperature for 1 h then filtered. The solid was washed with H2O, EtOH and Et2O then dried.